This data is from the Open Reaction Database (ORD), a public repository of structured organic reaction records. The task is: describe an organic reaction: reactants, conditions, products, and yield Reactants: Br (hydrobromic acid), NC=1C=CC(=NC1OC)/C(=C/[C@H]1CCC(N1)=O)/C1=CC=C(C=C1)C(C)(C)C ((5R)-5-[(E)-2-(5-amino-6-methoxypyridin-2-yl)-2-(4-tert-butylphenyl)ethenyl]pyrrolidin-2-one), O (Water). The solvent is O1CCOCC1 (1,4-dioxane). Run at temperature 65 celsius, time 30 minute. The product is NC=1C(NC(=CC1)\C(=C\[C@@H]1NC(CC1)=O)\C1=CC=C(C=C1)C(C)(C)C)=O (3-Amino-6-{(E)-1-(4-tert-butylphenyl)-2-[(2R)-5-oxopyrrolidin-2-yl]ethenyl}pyridin-2(1H)-one). Yield: 41.6%. RXN SMILES: Br.[NH2:2][C:3]1[CH:4]=[CH:5][C:6](/[C:11](/[C:19]2[CH:24]=[CH:23][C:22]([C:25]([CH3:28])([CH3:27])[CH3:26])=[CH:21][CH:20]=2)=[CH:12]/[C@@H:13]2[NH:17][C:16](=[O:18])[CH2:15][CH2:14]2)=[N:7][C:8]=1[O:9]C.O>O1CCOCC1>[NH2:2][C:3]1[C:8](=[O:9])[NH:7][C:6](/[C:11](/[C:19]2[CH:20]=[CH:21][C:22]([C:25]([CH3:27])([CH3:26])[CH3:28])=[CH:23][CH:24]=2)=[CH:12]/[C@H:13]2[CH2:14][CH2:15][C:16](=[O:18])[NH:17]2)=[CH:5][CH:4]=1. Procedure: 48% hydrobromic acid (0.5 mL) was added to a solution of (5R)-5-[(E)-2-(5-amino-6-methoxypyridin-2-yl)-2-(4-tert-butylphenyl)ethenyl]pyrrolidin-2-one (20 mg) in 1,4-dioxane (1 mL), and the mixture was stirred at 65° C. for 30 minutes. Water was added to the reaction solution, followed by extraction with ethyl acetate. The organic layer was washed with brine and dried over anhydrous magnesium sulfate, after which the solvent was evaporated under reduced pressure. The residue was purified by silic... Starting materials: OC1(C=O)CC(=CC(=C1)O)O (1,3.5-Trihydroxybenzaldehyde), BrC=1C=C(C=CC1O)CC(=O)O (3-bromo-4-hydroxyphenylacetic acid). Reagents/catalysts: [Cl-].[Zn+2].[Cl-] (Zinc chloride). Run in O=P(Cl)(Cl)Cl (POCl3). Reaction conditions: time 1 minute. Yields the product OC1=C(C(=CC(=C1)O)O)C(CC1=CC(=C(C=C1)O)Br)=O (1-(2,4,6-trihydroxyphenyl)-2-(3-bromo-4-hydroxyphenyl)ethanone). The yield is 18.4%. RXN SMILES: [OH:1][C:2]1([CH:9]=[C:8]([OH:10])[CH:7]=[C:6]([OH:11])[CH2:5]1)C=O.[Br:12][C:13]1[CH:14]=[C:15]([CH2:20][C:21](O)=[O:22])[CH:16]=[CH:17][C:18]=1[OH:19]>O=P(Cl)(Cl)Cl.[Cl-].[Zn+2].[Cl-]>[OH:10][C:8]1[CH:7]=[C:6]([OH:11])[CH:5]=[C:2]([OH:1])[C:9]=1[C:21](=[O:22])[CH2:20][C:15]1[CH:16]=[CH:17][C:18]([OH:19])=[C:13]([Br:12])[CH:14]=1 |f:3.4.5|. Procedure details: 1,3.5-Trihydroxybenzaldehyde (1.01 g, 6.95 mmol) and 3-bromo-4-hydroxyphenylacetic acid (1.44 g, 6.25 mmol) were suspended in POCl3 (4 mL). After 1 min, an exothermic reaction occurred. The mixture was allowed to cool to room temperature. Zinc chloride (1M ether solution, 4.7 mmol) was added and the mixture was heated at 75° C. for 1 h. After cooling, the mixture was partitioned in ethyl acetate and 1 M aqueous HCl. The organic layer was washed with brine and dried with MgSO4. Purification on si... The product is C(C)C1=CC=C(C=C1)CC1CO1 (3-(4'-ethylphenyl)-1,2-epoxypropane). Run in CCOCC (ether), CCOCC (ether). Reactants: [Mg] (magnesium), BrC1=CC=C(C=C1)CC (1-bromo-4-ethylbenzene), C(Cl)C1CO1 (epichlorohydrin), ice water, Cl (hydrochloric acid). Reaction SMILES: [Mg].Br[C:3]1[CH:8]=[CH:7][C:6]([CH2:9][CH3:10])=[CH:5][CH:4]=1.[CH2:11]([CH:13]1[O:15][CH2:14]1)Cl.Cl>CCOCC>[CH2:9]([C:6]1[CH:7]=[CH:8][C:3]([CH2:11][CH:13]2[O:15][CH2:14]2)=[CH:4][CH:5]=1)[CH3:10]. Procedure: A Grignard solution freshly prepared from 12.15 g (0.50 g atom) magnesium chips and 92.5 g (0.50 mole) 1-bromo-4-ethylbenzene in 400 ml dry ether is dripped with agitation into a precooled solution of 92.5 g (1.00 mole) of epichlorohydrin in 100 ml of dry ether, so that the temperature does not exceed -40° C. After addition is complete, the solution is heated slowly to 20° C. and is hydrolyzed after another three hours by the addition of ice water and dilute hydrochloric acid. The ether phase is... Run at temperature 20 celsius. Starting materials: FC=1C=C(CCN2N=CC(=C2)[N+](=O)[O-])C=CC1 (1-(3-fluorophenethyl)-4-nitro-1H-pyrazole). The reagents and catalysts are [Pd] (Pd/C). The solvent is CO (MeOH). Conditions: time 18 hour. Yields the product FC=1C=C(C=CC1)CCN1N=CC(=C1)N (1-[2-(3-Fluoro-phenyl)-ethyl]-1H-pyrazol-4-ylamine). RXN SMILES: [F:1][C:2]1[CH:3]=[C:4]([CH:15]=[CH:16][CH:17]=1)[CH2:5][CH2:6][N:7]1[CH:11]=[C:10]([N+:12]([O-])=O)[CH:9]=[N:8]1>[Pd].CO>[F:1][C:2]1[CH:3]=[C:4]([CH2:5][CH2:6][N:7]2[CH:11]=[C:10]([NH2:12])[CH:9]=[N:8]2)[CH:15]=[CH:16][CH:17]=1. Reported procedure: To a round bottom flask 1-(3-fluorophenethyl)-4-nitro-1H-pyrazole (785 mg, 3.34 mmol), Pd/C (79 mg) and MeOH (10.0 mL, degassed) was added. The flask was evacuated and backfilled with H2 and the reaction mixture was stirred under H2-atmosphere at rt for 18 h. The reaction mixture was filtered over celite, washed with MeOH and the solvent was removed under reduced pressure to yield 1-[2-(3-Fluoro-phenyl)-ethyl]-1H-pyrazol-4-ylamine as a red oil which was used without further purification. LC-MS c... Starting materials: C1(=CC=CC=C1)C1=CC=C(C=O)C=C1 (4-phenyl benzaldehyde), carbonyl, C1(=C(C=CC=C1)C1=CC(=NC(=C1)C1=NC=CC=C1)C1=NC=CC=C1)C1=CC=CC=C1 (4′-Biphenylyl-[2,2′;6′,2″]terpyridine). Product: C1(=CC=C(C=C1)C1=CC(=NC(=C1)C1=NC=CC=C1)C1=NC=CC=C1)C1=CC=CC=C1 (4′-Biphenyl-4-yl-[2,2′;6′,2″]terpyridine). Reaction SMILES: [C:1]1([C:7]2[CH:14]=[CH:13][C:10]([CH:11]=O)=[CH:9][CH:8]=2)[CH:6]=[CH:5][CH:4]=[CH:3][CH:2]=1.C1(C2C=CC=CC=2)C=CC=CC=1C1[CH:26]=[C:25]([C:27]2[CH:32]=[CH:31][CH:30]=[CH:29][N:28]=2)[N:24]=[C:23]([C:33]2[CH:38]=[CH:37][CH:36]=[CH:35][N:34]=2)[CH:22]=1>>[C:7]1([C:1]2[CH:6]=[CH:5][CH:4]=[CH:3][CH:2]=2)[CH:14]=[CH:13][C:10]([C:11]2[CH:26]=[C:25]([C:27]3[CH:32]=[CH:31][CH:30]=[CH:29][N:28]=3)[N:24]=[C:23]([C:33]3[CH:38]=[CH:37][CH:36]=[CH:35][N:34]=3)[CH:22]=2)=[CH:9][CH:8]=1. Procedure details: This compound is prepared analogously to the procedure described above for the preparation of the ligand L12 in Example 12, but 4-phenyl benzaldehyde is used as carbonyl component. 4′-Biphenylyl-[2,2′;6′,2″]terpyridine, white solid. 13C-NMR (90 MHz, CDCl3): 156.6 (quart.); 156.3 (quart.); 150.0 (quart.); 149.5 (tert.); 142.2 (quart.); 140.8 (quart.); 137.6 (quart.); 136.9 (tert.); 129.3 (tert.); 128.1 (tert.); 128.0 (tert.); 127.9 (tert.); 126.3 (tert.); 124.2 (tert.); 121.8 (tert.); 119.1 (tert... The reactants are CC(=O)Cl, Cl, O=C(NC1CCNCC1)c1c[nH]c2c(-c3c(OCC4CC4)ccc4c3OCO4)ncnc12. Product: CC(=O)N1CCC(NC(=O)c2c[nH]c3c(-c4c(OCC5CC5)ccc5c4OCO5)ncnc23)CC1. Reaction SMILES: [CH3:34][C:35]([Cl:36])=[O:37].[ClH:1].[NH:2]1[CH2:3][CH2:4][CH:5]([NH:8][C:9](=[O:10])[c:11]2[cH:12][nH:13][c:14]3[c:15]2[n:16][cH:17][n:18][c:19]3-[c:20]2[c:21]([O:29][CH2:30][CH:31]3[CH2:32][CH2:33]3)[cH:22][cH:23][c:24]3[c:28]2[O:27][CH2:26][O:25]3)[CH2:6][CH2:7]1>>[N:2]1([C:35]([CH3:34])=[O:37])[CH2:3][CH2:4][CH:5]([NH:8][C:9](=[O:10])[c:11]2[cH:12][nH:13][c:14]3[c:15]2[n:16][cH:17][n:18][c:19]3-[c:20]2[c:21]([O:29][CH2:30][CH:31]3[CH2:32][CH2:33]3)[cH:22][cH:23][c:24]3[c:28]2[O:27][CH2:26][O:25]3)[CH2:6][CH2:7]1. The reactants are C(C)(=O)Cl (Acetyl chloride), BrC1=C(CC2=NC(=C(C(=N2)C(=O)OC)O)O)C=CC=C1 (methyl 2-(2-bromobenzyl)-5,6-dihydroxypyrimidine-4-carboxylate), [NH4+].[Cl-] (NH4Cl). Run in C(Cl)Cl (DCM). Reaction conditions: time 1 hour. Yields the product COC(=O)C=1N=C(NC(C1OC(C)=O)=O)CC1=C(C=CC=C1)Br (5-acetoxy-2-(2-bromo-benzyl)-6-oxo-1,6-dihydro-pyrimidine-4-carboxylic acid methyl ester). The yield is 97.8%. RXN SMILES: [Br:1][C:2]1[CH:20]=[CH:19][CH:18]=[CH:17][C:3]=1[CH2:4][C:5]1[N:10]=[C:9]([C:11]([O:13][CH3:14])=[O:12])[C:8]([OH:15])=[C:7]([OH:16])[N:6]=1.[C:21](Cl)(=[O:23])[CH3:22].[NH4+].[Cl-]>C(Cl)Cl>[CH3:14][O:13][C:11]([C:9]1[N:10]=[C:5]([CH2:4][C:3]2[CH:17]=[CH:18][CH:19]=[CH:20][C:2]=2[Br:1])[NH:6][C:7](=[O:16])[C:8]=1[O:15][C:21](=[O:23])[CH3:22])=[O:12] |f:2.3|. Procedure: In a round-bottomed flask, methyl 2-(2-bromobenzyl)-5,6-dihydroxypyrimidine-4-carboxylate (300 mg, 885 μmol) was combined with DCM (10 ml) to give a brown suspension. Acetyl chloride (1M in DCM) (2.21 ml, 2.21 mmol) was added slowly at room temperature. The mixture was stirred for one hour and then poured onto aqueous saturated NH4Cl solution and extracted with DCM. The organic phase was washed with brine solution, dried (Na2SO4), and evaporated to dryness under reduced pressure. Chromatography ...